Dataset: the Open Reaction Database (ORD), a public repository of structured organic reaction records. Task: describe an organic reaction: reactants, conditions, products, and yield Starting materials: OC1=C(C=C(C=C1)O)C(C)=O (2',5'-dihydroxyacetophenone), C(CCC(=O)C)(=O)OCC (ethyl levulinate), N1CCCC1 (pyrrolidine). The solvent is C1(=CC=CC=C1)C (toluene). The product is C(C)OC(CCC1(OC2=C(C(C1)=O)C=C(C=C2)O)C)=O (racemic-3,4-dihydro-6-hydroxy-2-methyl-4-oxo-2H-1-benzopyran-2-propanoic acid ethyl ester). Isolated yield 64.2%. Reaction SMILES: [OH:1][C:2]1[CH:7]=[CH:6][C:5]([OH:8])=[CH:4][C:3]=1[C:9](=[O:11])[CH3:10].[C:12]([O:19][CH2:20][CH3:21])(=[O:18])[CH2:13][CH2:14][C:15]([CH3:17])=O.N1CCCC1>C1(C)C=CC=CC=1>[CH2:20]([O:19][C:12](=[O:18])[CH2:13][CH2:14][C:15]1([CH3:17])[CH2:10][C:9](=[O:11])[C:3]2[CH:4]=[C:5]([OH:8])[CH:6]=[CH:7][C:2]=2[O:1]1)[CH3:21]. Reported procedure: Using the procedure of Example 1, 15 g of 2',5'-dihydroxyacetophenone was condensed with 14.2 g of ethyl levulinate and 12.3 ml of pyrrolidine, in 200 ml of toluene. The crude product (20.5 g) was purified by high pressure liquid chromatography (silica gel; 2:1 hexane-ethyl acetate) giving 17.6 g (64.1%) of racemic-3,4-dihydro-6-hydroxy-2-methyl-4-oxo-2H-1-benzopyran-2-propanoic acid ethyl ester as a yellow oil. Starting materials: BrBr, CC(=O)O, O=Cc1cc(=O)c(OCc2ccccc2)c[nH]1. Yields the product O=Cc1[nH]cc(OCc2ccccc2)c(=O)c1Br. RXN SMILES: [Br:18][Br:19].[C:20]([OH:21])(=[O:22])[CH3:23].[O:1]=[c:2]1[cH:3][c:4]([CH:16]=[O:17])[nH:5][cH:6][c:7]1[O:8][CH2:9][c:10]1[cH:11][cH:12][cH:13][cH:14][cH:15]1>>[O:1]=[c:2]1[c:3]([Br:18])[c:4]([CH:16]=[O:17])[nH:5][cH:6][c:7]1[O:8][CH2:9][c:10]1[cH:11][cH:12][cH:13][cH:14][cH:15]1.